This data is from the Open Reaction Database (ORD), a public repository of structured organic reaction records. The task is: describe an organic reaction: reactants, conditions, products, and yield Reactants: BrCc1ccccc1, [Li]CCCC, C1CCOC1, CI, CCCCCC, O=C(O)Cc1cccs1. Reaction SMILES: [Br:17][CH2:18][c:19]1[cH:20][cH:21][cH:22][cH:23][cH:24]1.[CH2:10]([Li:11])[CH2:12][CH2:13][CH3:14].[CH2:25]1[O:26][CH2:27][CH2:28][CH2:29]1.[CH3:15][I:16].[CH3:30][CH2:31][CH2:32][CH2:33][CH2:34][CH3:35].[s:1]1[c:2]([CH2:6][C:7](=[O:8])[OH:9])[cH:3][cH:4][cH:5]1>>[s:1]1[c:2]([C:6]([C:7](=[O:8])[OH:9])([CH3:10])[CH2:18][c:19]2[cH:20][cH:21][cH:22][cH:23][cH:24]2)[cH:3][cH:4][cH:5]1. Product: CC(Cc1ccccc1)(C(=O)O)c1cccs1. The reactants are ClC1=NC(=CC2=CC=CC=C12)NC1=NNC=C1 ((1-chloro-isoquinolin-3-yl)-(1H-pyrazol-3-yl)-amine), C(C)OC(=O)C1=CC=C(C=C1)B(O)O (4-ethoxycarbonyl-phenylboronic acid). Product: N1N=C(C=C1)NC=1N=C(C2=CC=CC=C2C1)C1=CC=C(C(=O)O)C=C1 (4-[3-(1H-pyrazol-3-ylamino)-isoquinolin-1-yl]-benzoic acid). As a reaction SMILES: Cl[C:2]1[C:11]2[C:6](=[CH:7][CH:8]=[CH:9][CH:10]=2)[CH:5]=[C:4]([NH:12][C:13]2[CH:17]=[CH:16][NH:15][N:14]=2)[N:3]=1.C([O:20][C:21]([C:23]1[CH:28]=[CH:27][C:26](B(O)O)=[CH:25][CH:24]=1)=[O:22])C>>[NH:15]1[CH:16]=[CH:17][C:13]([NH:12][C:4]2[N:3]=[C:2]([C:26]3[CH:27]=[CH:28][C:23]([C:21]([OH:22])=[O:20])=[CH:24][CH:25]=3)[C:11]3[C:6]([CH:5]=2)=[CH:7][CH:8]=[CH:9][CH:10]=3)=[N:14]1. Procedure details: Similar procedure as described in example 131 was used, starting from (1-chloro-isoquinolin-3-yl)-(1H-pyrazol-3-yl)-amine and 4-ethoxycarbonyl-phenylboronic acid to give 4-[3-(1H-pyrazol-3-ylamino)-isoquinolin-1-yl]-benzoic acid. LC-MS m/e 331(MH+). Yields the product C(=O)O.NC=1COCC([C@@](N1)(C)C=1C=C(C=CC1F)NC(C1=NC=C(C=C1)C=1SC=CN1)=O)(F)F ((R)—N-(3-(3-Amino-6,6-difluoro-5-methyl-2,5,6,7-tetrahydro-1,4-oxazepin-5-yl)-4-fluorophenyl)-5-(thiazol-2-yl)picolinamide formate). Reaction SMILES: [NH2:1][C:2]1[CH:3]=[CH:4][C:5]([F:19])=[C:6]([C@:8]2([CH3:18])[C:14]([F:16])([F:15])[CH2:13][O:12][CH2:11][C:10]([NH2:17])=[N:9]2)[CH:7]=1.[S:20]1[CH:24]=[CH:23][N:22]=[C:21]1[C:25]1[CH:26]=[CH:27][C:28]([C:31]([OH:33])=[O:32])=[N:29][CH:30]=1>>[CH:31]([OH:33])=[O:32].[NH2:17][C:10]1[CH2:11][O:12][CH2:13][C:14]([F:15])([F:16])[C@:8]([C:6]2[CH:7]=[C:2]([NH:1][C:31](=[O:32])[C:28]3[CH:27]=[CH:26][C:25]([C:21]4[S:20][CH:24]=[CH:23][N:22]=4)=[CH:30][N:29]=3)[CH:3]=[CH:4][C:5]=2[F:19])([CH3:18])[N:9]=1 |f:2.3|. Reported procedure: The coupling of (R)-5-(5-amino-2-fluorophenyl)-6,6-difluoro-5-methyl-2,5,6,7-tetrahydro-1,4-oxazepin-3-amine (intermediate A9B) and 5-thiazol-2-yl-pyridine-2-carboxylic acid (prepared according to Suzuki, Y. et al., Int. Patent Application Publ. No. WO2009091016) yielded the title compound as an off-white amorphous material. MS (ISP): m/z=462.2 [M+H]+. The reactants are NC=1C=CC(=C(C1)[C@]1(N=C(COCC1(F)F)N)C)F ((R)-5-(5-amino-2-fluorophenyl)-6,6-difluoro-5-methyl-2,5,6,7-tetrahydro-1,4-oxazepin-3-amine), S1C(=NC=C1)C=1C=CC(=NC1)C(=O)O (5-thiazol-2-yl-pyridine-2-carboxylic acid). Starting materials: Cl (hydrochloric acid), C(C)OC(=O)C=1C(=NOC1C)C1=NC=C(C=C1)F (3-(5-Fluoro-pyridin-2-yl)-5-methyl-isoxazole-4-carboxylic acid ethyl ester), C(C1=CC=CC=C1)=O (benzaldehyde), CC[O-].[Na+] (sodium ethylate). The solvent is C(C)O (ethanol). Reaction conditions: time 15 minute. Product: FC=1C=CC(=NC1)C1=NOC(=C1C(=O)O)\C=C\C1=CC=CC=C1 ((E)-3-(5-Fluoropyridin-2-yl)-5-styrylisoxazole-4-carboxylic acid). Yield: 92.1%. As a reaction SMILES: C([O:3][C:4]([C:6]1[C:7]([C:12]2[CH:17]=[CH:16][C:15]([F:18])=[CH:14][N:13]=2)=[N:8][O:9][C:10]=1[CH3:11])=[O:5])C.[CH:19](=O)[C:20]1[CH:25]=[CH:24][CH:23]=[CH:22][CH:21]=1.CC[O-].[Na+].Cl>C(O)C>[F:18][C:15]1[CH:16]=[CH:17][C:12]([C:7]2[C:6]([C:4]([OH:3])=[O:5])=[C:10](/[CH:11]=[CH:19]/[C:20]3[CH:25]=[CH:24][CH:23]=[CH:22][CH:21]=3)[O:9][N:8]=2)=[N:13][CH:14]=1 |f:2.3|. Procedure details: To a solution of 3-(5-Fluoro-pyridin-2-yl)-5-methyl-isoxazole-4-carboxylic acid ethyl ester (1.05 g, 4.2 mmol) and benzaldehyde (0.42 mL, 4.2 mmol) in ethanol (6 mL) was added sodium ethylate (1.5 g, 4.6 mmol) and the reaction mixture was stirred at reflux for 30 min. Aqueous hydrochloric acid (1 M, 5 mL) was added and stirring was continued for 15 min. The precipitate was filtered and dried to afford the title compound (1.2 g, 85%) as an off-white solid. MS: m/e=309.3 [M−H]−. Reactants: C(C)OC1=CC=C(C=O)C=C1 (4-ethoxybenzaldehyde), C(C)(C)NO (N-isopropylhydroxylamine). Yields the product C(C)OC1=CC=C(C=C1)C=[N+]([O-])C(C)C (α-(4Ethoxyphenyl)-N-isopropylnitrone). As a reaction SMILES: [CH2:1]([O:3][C:4]1[CH:11]=[CH:10][C:7]([CH:8]=O)=[CH:6][CH:5]=1)[CH3:2].[CH:12]([NH:15][OH:16])([CH3:14])[CH3:13]>>[CH2:1]([O:3][C:4]1[CH:11]=[CH:10][C:7]([CH:8]=[N+:15]([CH:12]([CH3:14])[CH3:13])[O-:16])=[CH:6][CH:5]=1)[CH3:2]. Reported procedure: The title compound was prepared according to the procedure described in Example 11 using 4-ethoxybenzaldehyde and N-isopropylhydroxylamine. The title compound was isolated in 41.2% yield as a solid, m.p. 115.1 ° C. Starting materials: OC(C[C@@]1(CCN(C(O1)=O)[C@@H](C)C1=CC=C(C=C1)B1OC(C(O1)(C)C)(C)C)C1=CC=CC=C1)(C)C ((S)-6-(2-hydroxy-2-methylpropyl)-6-phenyl-3-((S)-1-(4-(4,4,5,5-tetramethyl-1,3,2-dioxaborolan-2-yl)phenyl)ethyl)-1,3-oxazinan-2-one), BrC=1C=CC=2N(C1)N=CN2 (6-bromo-[1,2,4]triazolo[1,5-a]pyridine), C(=O)([O-])[O-].[Cs+].[Cs+] (Cs2CO3), Pd(PPh3)Cl2. Solvent: O1CCOCC1 (1,4-dioxane). Product: N=1C=NN2C1C=CC(=C2)C2=CC=C(C=C2)[C@H](C)N2C(O[C@](CC2)(C2=CC=CC=C2)CC(C)(C)O)=O ((S)-3-((S)-1-(4-([1,2,4]triazolo[1,5-a]pyridin-6-yl)phenyl)ethyl)-6-(2-hydroxy-2-methylpropyl)-6-phenyl-1,3-oxazinan-2-one). Isolated yield 63.4%. RXN SMILES: [OH:1][C:2]([CH3:35])([CH3:34])[CH2:3][C@@:4]1([C:28]2[CH:33]=[CH:32][CH:31]=[CH:30][CH:29]=2)[O:9][C:8](=[O:10])[N:7]([C@H:11]([C:13]2[CH:18]=[CH:17][C:16](B3OC(C)(C)C(C)(C)O3)=[CH:15][CH:14]=2)[CH3:12])[CH2:6][CH2:5]1.Br[C:37]1[CH:38]=[CH:39][C:40]2[N:41]([N:43]=[CH:44][N:45]=2)[CH:42]=1.C([O-])([O-])=O.[Cs+].[Cs+]>O1CCOCC1>[N:45]1[CH:44]=[N:43][N:41]2[CH:42]=[C:37]([C:16]3[CH:15]=[CH:14][C:13]([C@@H:11]([N:7]4[CH2:6][CH2:5][C@:4]([CH2:3][C:2]([OH:1])([CH3:34])[CH3:35])([C:28]5[CH:33]=[CH:32][CH:31]=[CH:30][CH:29]=5)[O:9][C:8]4=[O:10])[CH3:12])=[CH:18][CH:17]=3)[CH:38]=[CH:39][C:40]=12 |f:2.3.4|. Procedure details: To a solution of (S)-6-(2-hydroxy-2-methylpropyl)-6-phenyl-3-((S)-1-(4-(4,4,5,5-tetramethyl-1,3,2-dioxaborolan-2-yl)phenyl)ethyl)-1,3-oxazinan-2-one (300 mg, 0.63 mmol) and 6-bromo-[1,2,4]triazolo[1,5-a]pyridine (149 mg, 0.75 mmol) in dry 1,4-dioxane (15 mL) were added 2M aq Cs2CO3 (2 mL) and Pd(PPh3)Cl2 (40 mg, 0.056 mmol). After addition, the mixture was heated to reflux for 2 h under N2 atmosphere. The solid was filtered off and diluted with water (50 mL) and EtOAc (100 mL), the mixture was e... The reactants are CC(C)(C)OC(=O)NCCOC(=O)N1CCc2ccccc2C1, ClC(Cl)Cl. Yields the product NCCOC(=O)N1CCc2ccccc2C1. Reaction SMILES: [C:1]([O:2][C:3](=[O:4])[NH:8][CH2:9][CH2:10][O:11][C:12](=[O:13])[N:14]1[CH2:15][c:16]2[cH:17][cH:18][cH:19][cH:20][c:21]2[CH2:22][CH2:23]1)([CH3:5])([CH3:6])[CH3:7].[CH:24]([Cl:25])([Cl:26])[Cl:27]>>[NH2:8][CH2:9][CH2:10][O:11][C:12](=[O:13])[N:14]1[CH2:15][c:16]2[cH:17][cH:18][cH:19][cH:20][c:21]2[CH2:22][CH2:23]1. Starting materials: Cc1ccc(Br)c(C#N)c1, COc1ncnc2c1CNCC2, CC(C)(C)[O-], [Na+]. Yields the product COc1ncnc2c1CN(c1ccc(C)cc1C#N)CC2. RXN SMILES: [Br:13][c:14]1[c:15]([C:16]#[N:17])[cH:18][c:19]([CH3:22])[cH:20][cH:21]1.[CH3:1][O:2][c:3]1[c:4]2[c:5]([n:6][cH:7][n:8]1)[CH2:9][CH2:10][NH:11][CH2:12]2.[CH3:23][C:24]([CH3:25])([O-:26])[CH3:27].[Na+:28]>>[CH3:1][O:2][c:3]1[c:4]2[c:5]([n:6][cH:7][n:8]1)[CH2:9][CH2:10][N:11]([c:14]1[c:15]([C:16]#[N:17])[cH:18][c:19]([CH3:22])[cH:20][cH:21]1)[CH2:12]2.